The task is: describe an organic reaction: reactants, conditions, products, and yield. This data is from the Open Reaction Database (ORD), a public repository of structured organic reaction records. Reactants: ice, COC1=C(N)C=CC(=C1)[N+](=O)[O-] (2-methoxy-4-nitroaniline), N1=CC=CC=C1 (pyridine), C(=O)(OCC1C2=CC=CC=C2C2=CC=CC=C12)Cl (FmocCl). Solvent: C1CCOC1 (THF). Run at time 5 hour. Product: C(=O)(OCC1C2=CC=CC=C2C2=CC=CC=C12)C1(N)C(C=C(C=C1)[N+](=O)[O-])OC (1-Fmoc-2-methoxy-4-nitroaniline). Reaction SMILES: [CH3:1][O:2][C:3]1[CH:9]=[C:8]([N+:10]([O-:12])=[O:11])[CH:7]=[CH:6][C:4]=1[NH2:5].N1C=CC=CC=1.[C:19](Cl)([O:21][CH2:22][CH:23]1[C:35]2[C:30](=[CH:31][CH:32]=[CH:33][CH:34]=2)[C:29]2[C:24]1=[CH:25][CH:26]=[CH:27][CH:28]=2)=[O:20]>C1COCC1>[C:19]([C:4]1([CH:6]=[CH:7][C:8]([N+:10]([O-:12])=[O:11])=[CH:9][CH:3]1[O:2][CH3:1])[NH2:5])([O:21][CH2:22][CH:23]1[C:24]2[C:29](=[CH:28][CH:27]=[CH:26][CH:25]=2)[C:30]2[C:35]1=[CH:34][CH:33]=[CH:32][CH:31]=2)=[O:20]. Procedure: A solution of 2-methoxy-4-nitroaniline (3.0 g) and pyridine (1.6 ml) in THF (30 ml) was cooled to 0° C. FmocCl (5.07 g) was added in portions and after complete addition the ice-bath was removed and the mixture was stirred for 5 h. The THF was removed in vacuo and the residue dissolved in CH2Cl2 (175 ml). Methanol (ca 100 ml) was added and the CH2Cl2 was partly removed in vacuo until a precipitate formed. The mixture was allowed to stand for 1 h, after which time the crystals were collected by f... Starting materials: [H-].[Na+] (sodium hydride), C(N)(=O)C=1SC=CC1N(CC(=O)OCC)C(CCC1=C(C(=CC=C1)F)F)=O (Ethyl 2-((2-carbamoylthiophen-3-yl)-(3-(2,3-difluorophenyl)propanoyl)amino)acetate), Cl (hydrogen chloride). Run in CCOCC (ether), CN(C)C=O (DMF), CCOCC (ether). Reaction conditions: time 30 minute. Product: FC1=C(C=CC=C1F)CCC1=NC(C2=C(N1CC(=O)OCC)C=CS2)=O (Ethyl 2-(2-(2-(2,3-Difluorophenyl)ethyl)-4-oxo-4H-thieno[3,2-d]pyrimidin-1-yl)acetate). Yield: 78.6%. As a reaction SMILES: [C:1]([C:4]1[S:5][CH:6]=[CH:7][C:8]=1[N:9]([C:16](=O)[CH2:17][CH2:18][C:19]1[CH:24]=[CH:23][CH:22]=[C:21]([F:25])[C:20]=1[F:26])[CH2:10][C:11]([O:13][CH2:14][CH3:15])=[O:12])(=[O:3])[NH2:2].[H-].[Na+].Cl>CN(C=O)C.CCOCC>[F:26][C:20]1[C:21]([F:25])=[CH:22][CH:23]=[CH:24][C:19]=1[CH2:18][CH2:17][C:16]1[N:9]([CH2:10][C:11]([O:13][CH2:14][CH3:15])=[O:12])[C:8]2[CH:7]=[CH:6][S:5][C:4]=2[C:1](=[O:3])[N:2]=1 |f:1.2|. Procedure: Ethyl 2-((2-carbamoylthiophen-3-yl)-(3-(2,3-difluorophenyl)propanoyl)amino)acetate (Int. B56) (500 mg) in dry DMF (3 ml) was cooled in an ice bath and treated portion wise with sodium hydride (50 mg, 60% dispersion in oil). The reaction mixture was stirred at room temperature for 30 min to give an orange homogeneous solution. Excess 1 M hydrogen chloride in ether was added giving a pale yellow solution and a precipitate. The mixture was heated in an oil bath at 120° C. for 30 min. The solution w... Starting materials: FC1=C(C=C(C=C1F)[N+](=O)[O-])CC(=O)O ((2,3-difluoro-5-nitrophenyl) acetic acid), NCC1CC1 ((aminomethyl)cyclopropane), Cl (Hydrochloric acid). Run in CS(=O)C (DMSO). Run at temperature 45 celsius, time 20 hour. Yields the product C1(CC1)CN1C(CC2=CC(=CC(=C12)F)[N+](=O)[O-])=O (1-Cyclopropylmethyl-7-fluoro-5-nitro-1,3-dihydro-indol-2-one). As a reaction SMILES: F[C:2]1[C:7]([F:8])=[CH:6][C:5]([N+:9]([O-:11])=[O:10])=[CH:4][C:3]=1[CH2:12][C:13]([OH:15])=O.[NH2:16][CH2:17][CH:18]1[CH2:20][CH2:19]1.Cl>CS(C)=O>[CH:18]1([CH2:17][N:16]2[C:2]3[C:3](=[CH:4][C:5]([N+:9]([O-:11])=[O:10])=[CH:6][C:7]=3[F:8])[CH2:12][C:13]2=[O:15])[CH2:20][CH2:19]1. Procedure details: Crude (2,3-difluoro-5-nitrophenyl) acetic acid (2.50 g, 11.5 mmol) and (aminomethyl)cyclopropane (6 eq., 5.98 ml, 0.0691 mol) are mixed in DMSO (10 ml) and stirred at 45° C. for 20 hours. 2N Hydrochloric acid (40 ml) is added in one portion and the mixture stirred at room temperature for 2 hours. The resulting light yellow precipitate is filtered, washed with water and ether, and dried under vacuum to give the title compound as a yellow solid. HPLC r.t. 4.91 min; MS for C12H11FN2O3 m/z 251.2 (M+... Starting materials: CC(C)(C)OC(=O)n1nc(CBr)c2ccccc21, COc1ccc(N(C(=O)CN2C(=O)Cc3nnc(-c4ccccc4)n3-c3ccccc32)C(C)C)cn1, [H-], [Na+], CN(C)C=O. Yields the product COc1ccc(N(C(=O)CN2C(=O)C(Cc3nn(C(=O)OC(C)(C)C)c4ccccc34)c3nnc(-c4ccccc4)n3-c3ccccc32)C(C)C)cn1. Reaction SMILES: [C:39]([CH3:40])([CH3:41])([CH3:42])[O:43][C:44](=[O:45])[n:46]1[n:47][c:48]([CH2:55][Br:56])[c:49]2[cH:50][cH:51][cH:52][cH:53][c:54]12.[CH:1]([CH3:2])([CH3:3])[N:4]([C:5]([CH2:6][N:7]1[c:8]2[c:9]([cH:24][cH:25][cH:26][cH:27]2)-[n:10]2[c:11](-[c:18]3[cH:19][cH:20][cH:21][cH:22][cH:23]3)[n:12][n:13][c:14]2[CH2:15][C:16]1=[O:17])=[O:28])[c:29]1[cH:30][n:31][c:32]([O:35][CH3:36])[cH:33][cH:34]1.[H-:38].[Na+:37].[O:57]=[CH:58][N:59]([CH3:60])[CH3:61]>>[CH:1]([CH3:2])([CH3:3])[N:4]([C:5]([CH2:6][N:7]1[c:8]2[c:9]([cH:24][cH:25][cH:26][cH:27]2)-[n:10]2[c:11](-[c:18]3[cH:19][cH:20][cH:21][cH:22][cH:23]3)[n:12][n:13][c:14]2[CH:15]([CH2:55][c:48]2[n:47][n:46]([C:44]([O:43][C:39]([CH3:40])([CH3:41])[CH3:42])=[O:45])[c:54]3[c:49]2[cH:50][cH:51][cH:52][cH:53]3)[C:16]1=[O:17])=[O:28])[c:29]1[cH:30][n:31][c:32]([O:35][CH3:36])[cH:33][cH:34]1. Starting materials: ClC(=O)OCC(C)C (Isobutyl chloroformate), C(C)(C)(C)OC(=O)N1CCC(CC1)CCC(C(=O)NCC(=O)O)CCC1CCN(CC1)C(=O)OC(C)(C)C (2-[(4-[1-(tert-butoxycarbonyl)-4-piperidyl]-2-{2-[1-(tert-butoxycarbonyl)-4-piperidyl]ethyl}butanoyl)amino]acetic acid), C(C)(C)(C)OC(=O)N1CCC(CC1)CCC(C(=O)NCC(=O)O)CCC1CCN(CC1)C(=O)OC(C)(C)C (2-[(4-[1-(tert-butoxycarbonyl)-4-piperidyl]-2-{2-[1-(tert-butoxycarbonyl)-4-piperidyl]ethyl}butanoyl)amino]acetic acid), CN1CCOCC1 (N-methylmorpholine), FC(C(=O)O)(F)F.N[C@@H](CC(=O)OCC1=CC=CC=C1)C(=O)NC12CC3CC(CC(C1)C3)C2 (benzyl (3S)-3-amino-4-(1-adamantylamino)-4-oxobutanoate trifluoroacetate), Cl (hydrochloric acid). Run in C(C)(=O)OCC (ethyl acetate), C(C)(=O)OCC (ethyl acetate). Run at time 10 minute. The product is C12(CC3CC(CC(C1)C3)C2)NC(=O)[C@H](CC(=O)OCC2=CC=CC=C2)NC(CNC(=O)C(CCC2CCN(CC2)C(=O)OC(C)(C)C)CCC2CCN(CC2)C(=O)OC(C)(C)C)=O (tert-Butyl 4-{3-({[2-({1-[(1-Adamantylamino)carbonyl]-(1S)-3-benzyloxy-3-oxopropyl}amino)-2-oxoethyl]amino}carbonyl)-5-[1-(tert-butoxycarbonyl)-4-piperidyl]pentyl}tetrahydro-1(2H)-pyridinecarboxylate). Yield: 68.3%. As a reaction SMILES: ClC(OCC(C)C)=O.[C:9]([O:13][C:14]([N:16]1[CH2:21][CH2:20][CH:19]([CH2:22][CH2:23][CH:24]([CH2:32][CH2:33][CH:34]2[CH2:39][CH2:38][N:37]([C:40]([O:42][C:43]([CH3:46])([CH3:45])[CH3:44])=[O:41])[CH2:36][CH2:35]2)[C:25]([NH:27][CH2:28][C:29](O)=[O:30])=[O:26])[CH2:18][CH2:17]1)=[O:15])([CH3:12])([CH3:11])[CH3:10].CN1CCOCC1.FC(F)(F)C(O)=O.[NH2:61][C@H:62]([C:74]([NH:76][C:77]12[CH2:86][CH:81]3[CH2:82][CH:83]([CH2:85][CH:79]([CH2:80]3)[CH2:78]1)[CH2:84]2)=[O:75])[CH2:63][C:64]([O:66][CH2:67][C:68]1[CH:73]=[CH:72][CH:71]=[CH:70][CH:69]=1)=[O:65].Cl>C(OCC)(=O)C>[C:77]12([NH:76][C:74]([C@@H:62]([NH:61][C:29](=[O:30])[CH2:28][NH:27][C:25]([CH:24]([CH2:23][CH2:22][CH:19]3[CH2:20][CH2:21][N:16]([C:14]([O:13][C:9]([CH3:12])([CH3:11])[CH3:10])=[O:15])[CH2:17][CH2:18]3)[CH2:32][CH2:33][CH:34]3[CH2:35][CH2:36][N:37]([C:40]([O:42][C:43]([CH3:44])([CH3:46])[CH3:45])=[O:41])[CH2:38][CH2:39]3)=[O:26])[CH2:63][C:64]([O:66][CH2:67][C:68]3[CH:73]=[CH:72][CH:71]=[CH:70][CH:69]=3)=[O:65])=[O:75])[CH2:78][CH:79]3[CH2:85][CH:83]([CH2:82][CH:81]([CH2:80]3)[CH2:86]1)[CH2:84]2 |f:3.4|. Reported procedure: Isobutyl chloroformate (1.7 g, 12.4 mmol) is added, at room temperature, to a solution of 2-[(4-[1-(tert-butoxycarbonyl)-4-piperidyl]-2-{2-[1-(tert-butoxycarbonyl)-4-piperidyl]ethyl}butanoyl)amino]acetic acid (compound 4) (6.9 g, 11 mmol) in 150 ml of ethyl acetate and N-methylmorpholine (5 g, 49.5 mmol). A white suspension is obtained. After stirring for 10 minutes, a solution of benzyl (3S)-3-amino-4-(1-adamantylamino)-4-oxobutanoate trifluoroacetate (6.9 g, 11.2 mmol) in 20 ml of ethyl acetat... The reactants are ClC1=CC(=C(C(=C1)NCCO)[N+](=O)[O-])NCCO (4-chloro-2-(β-hydroxyethyl)amino-6-(β-hydroxyethyl)aminonitrobenzene), C(=O)O (formic acid). The reagents and catalysts are [Pd] (palladium). Run in C(C)N(CC)CC (triethylamine). Conditions: temperature 70 celsius. Product: OCCNC1=C(C(=CC=C1)NCCO)[N+](=O)[O-] (2-(β-hydroxyethyl)amino-6-(β-hydroxyethyl)aminonitrobenzene). Reaction SMILES: Cl[C:2]1[CH:7]=[C:6]([NH:8][CH2:9][CH2:10][OH:11])[C:5]([N+:12]([O-:14])=[O:13])=[C:4]([NH:15][CH2:16][CH2:17][OH:18])[CH:3]=1.C(O)=O>C(N(CC)CC)C.[Pd]>[OH:11][CH2:10][CH2:9][NH:8][C:6]1[CH:7]=[CH:2][CH:3]=[C:4]([NH:15][CH2:16][CH2:17][OH:18])[C:5]=1[N+:12]([O-:14])=[O:13]. Reported procedure: 354 mg of palladium at a concentration of 10% on charcoal is added to 0.084 mole (23.1 g) of 4-chloro-2-(β-hydroxyethyl)amino-6-(β-hydroxyethyl)aminonitrobenzene in 23.7 g of triethylamine. 7 ml of formic acid are then run in dropwise. A high exothermicity is noted. The reaction mixture is heated to 70° C. for 1 hour 30. After dilution of the reaction mixture with ethanol, the catalyst is removed by hot filtration. The filtrate, evaporated to dryness under reduced pressure, enables a dry extract... Starting materials: C(C)(=O)N1C(=NCC1)NC1=CC=NN1C1=CC(=CC=C1)C(F)(F)F (1-Acetyl-2-[1-(3-Trifluoromethylphenyl)-5-pyrazolyl] amino-2-imidazoline), Cl (HCl), Cl (HCl). The solvent is CO (methanol). Product: Cl.FC(C=1C=C(C=CC1)N1N=CC=C1NC=1NCCN1)(F)F (2-[1-(3-Trifluoromethylphenyl)-5-pyrazolyl] amino-2-imidazoline hydrochloride). As a reaction SMILES: C([N:4]1[CH2:8][CH2:7][N:6]=[C:5]1[NH:9][C:10]1[N:14]([C:15]2[CH:20]=[CH:19][CH:18]=[C:17]([C:21]([F:24])([F:23])[F:22])[CH:16]=2)[N:13]=[CH:12][CH:11]=1)(=O)C.[ClH:25]>CO>[ClH:25].[F:24][C:21]([F:22])([F:23])[C:17]1[CH:16]=[C:15]([N:14]2[C:10]([NH:9][C:5]3[NH:6][CH2:7][CH2:8][N:4]=3)=[CH:11][CH:12]=[N:13]2)[CH:20]=[CH:19][CH:18]=1 |f:3.4|. Procedure: 1-Acetyl-2-[1-(3-Trifluoromethylphenyl)-5-pyrazolyl] amino-2-imidazoline (14.5 g.) was treated with HCl in methanol as described in Example II to give 10.69 g. product as the HCl salt, mp 151°-153°. Starting materials: [H-].[Na+] (Sodium hydride), CN(C)C=O (DMF), O=C1NC2=CC=CC=C2C(=C1)C=O (2-oxo-1,2-dihydroquinoline-4-carboxaldehyde), ClC1=CC=C(CBr)C=C1 (4-chlorobenzylbromide). Run in C(C)(=O)OCC (ethyl acetate), O (Water). Reaction conditions: time 30 minute. Yields the product ClC1=CC=C(CN2C(C=C(C3=CC=CC=C23)C=O)=O)C=C1 (1-(4-chlorobenzyl)-2-oxo-1,2-dihydroquinoline-4-carboxaldehyde). Yield: 46.8%. As a reaction SMILES: [H-].[Na+].CN(C=O)C.[O:8]=[C:9]1[CH:18]=[C:17]([CH:19]=[O:20])[C:16]2[C:11](=[CH:12][CH:13]=[CH:14][CH:15]=2)[NH:10]1.[Cl:21][C:22]1[CH:29]=[CH:28][C:25]([CH2:26]Br)=[CH:24][CH:23]=1>C(OCC)(=O)C.O>[Cl:21][C:22]1[CH:29]=[CH:28][C:25]([CH2:26][N:10]2[C:11]3[C:16](=[CH:15][CH:14]=[CH:13][CH:12]=3)[C:17]([CH:19]=[O:20])=[CH:18][C:9]2=[O:8])=[CH:24][CH:23]=1 |f:0.1|. Procedure details: Sodium hydride (60% in oil) (1.3 g) was added at 0° C. to a DMF solution (50 ml) of 2-oxo-1,2-dihydroquinoline-4-carboxaldehyde (5.13 g), followed by stirring for 30 minutes. 4-chlorobenzylbromide (7.0 g) was added, and the resulting mixture was stirred at room temperature overnight. Water was added to the reaction mixture, extraction with ethyl acetate was performed, and the extract was dried over anhydrous sodium sulfate, and concentrated under reduced pressure. The residue was purified by sil...